From a dataset of the Open Reaction Database (ORD), a public repository of structured organic reaction records. describe an organic reaction: reactants, conditions, products, and yield Starting materials: Br[C@H]1[C@@H](CCCC1)Br (trans-1,2-dibromocyclohexane), alcoholate, C(CC(=O)OCC)(=O)OCC (diethyl malonate), [Na] (sodium). Run in C(C)O (ethanol). Run at time 2 hour. The product is C(C)OC(C(C(=O)OCC)C1C=CCCC1)=O (2-(2-Cyclohexenyl)malonic Acid Diethyl Ester). RXN SMILES: [Na].[C:2]([O:10][CH2:11][CH3:12])(=[O:9])[CH2:3][C:4]([O:6][CH2:7][CH3:8])=[O:5].Br[C@@H:14]1[CH2:19][CH2:18][CH2:17][CH2:16][C@H:15]1Br>C(O)C>[CH2:11]([O:10][C:2](=[O:9])[CH:3]([CH:19]1[CH2:18][CH2:17][CH2:16][CH:15]=[CH:14]1)[C:4]([O:6][CH2:7][CH3:8])=[O:5])[CH3:12] |^1:0|. Reported procedure: Within 2 hours, 1.1 l of ethanol was added dropwise to 69 g of finely chopped sodium in a 2-liter three-necked flask equipped with dropping funnel, reflux condenser, and agitator. The hot alcoholate solution was combined dropwise--again within 2 hours--with 196 g of diethyl malonate. After allowing the reaction mixture to cool, 296 g of trans-1,2-dibromocyclohexane was added--within 2 hours--to the reaction solution, which latter was then boiled under reflux overnight. After concentration of the... Reactants: ClC1=NC=2C(N=C1Cl)=NSN2 (5,6-dichloro-[1,2,5]thiadiazolo[3,4-b]pyrazine), C1(C=2C(C(N1)=O)=CC=CC2)=O.[K] (potassium phthalimide). The solvent is CN(C=O)C (dimethyl formamide). Yields the product C1(C=2C(C(N1C1=NC=3C(N=C1N1C(C=4C(C1=O)=CC=CC4)=O)=NSN3)=O)=CC=CC2)=O (5,6-diphthalimido[1,2,5]thiadiazolo[3,4-b]pyrazine). Reaction SMILES: Cl[C:2]1[C:7](Cl)=[N:6][C:5]2=[N:9][S:10][N:11]=[C:4]2[N:3]=1.[C:12]1(=[O:22])[NH:16][C:15](=[O:17])[C:14]2=[CH:18][CH:19]=[CH:20][CH:21]=[C:13]12.[K]>CN(C)C=O>[C:12]1(=[O:22])[N:16]([C:2]2[C:7]([N:16]3[C:15](=[O:17])[C:14]4=[CH:18][CH:19]=[CH:20][CH:21]=[C:13]4[C:12]3=[O:22])=[N:6][C:5]3=[N:9][S:10][N:11]=[C:4]3[N:3]=2)[C:15](=[O:17])[C:14]2=[CH:18][CH:19]=[CH:20][CH:21]=[C:13]12 |f:1.2,^1:22|. Procedure: The cyclization reaction of o-diaminobenzene (compound II) in an aqueous solution of glyoxal and sodium hydrogen sulfite gives quinoxaline (compound III; See R. G. Jones et al., Org. Syn. Collective Vol. IV, page 824). Quinoxaline is in turn oxidized by an aqueous solution of potassium permanganate to produce 2,3-pyrazinedicarboxylic acid (compound IV; See R. G. Jones et al., Org. Syn. Collective Vol. IV, page 824). 2,3-pyrazinedicarboxylic acid is then chlorinated with phosphorus pentachloride ... Reactants: CN(C1=CC=C(C=C1)CN(C(=O)C1CCCC2=CC(=CC=C12)O)C1=CC=C(C=C1)C(C)C)C (N-[(4-dimethylaminophenyl)methyl]-6-hydroxy-N-(4-isopropylphenyl)-1,2,3,4-tetrahydronaphthalene-1-carboxamide), BrCCO (2-bromoethanol). Product: CN(C1=CC=C(C=C1)CN(C(=O)C1CCCC2=CC(=CC=C12)OCCO)C1=CC=C(C=C1)C(C)C)C (N-[(4-dimethylaminophenyl)methyl]-6-(2-hydroxyethoxy)-N-(4-isopropylphenyl)-1,2,3,4-tetrahydronaphthalene-1-carboxamide). Reaction SMILES: [CH3:1][N:2]([CH3:33])[C:3]1[CH:8]=[CH:7][C:6]([CH2:9][N:10]([C:24]2[CH:29]=[CH:28][C:27]([CH:30]([CH3:32])[CH3:31])=[CH:26][CH:25]=2)[C:11]([CH:13]2[C:22]3[C:17](=[CH:18][C:19]([OH:23])=[CH:20][CH:21]=3)[CH2:16][CH2:15][CH2:14]2)=[O:12])=[CH:5][CH:4]=1.Br[CH2:35][CH2:36][OH:37]>>[CH3:1][N:2]([CH3:33])[C:3]1[CH:8]=[CH:7][C:6]([CH2:9][N:10]([C:24]2[CH:25]=[CH:26][C:27]([CH:30]([CH3:31])[CH3:32])=[CH:28][CH:29]=2)[C:11]([CH:13]2[C:22]3[C:17](=[CH:18][C:19]([O:23][CH2:35][CH2:36][OH:37])=[CH:20][CH:21]=3)[CH2:16][CH2:15][CH2:14]2)=[O:12])=[CH:5][CH:4]=1. Reported procedure: By the reaction and treatment in the same manner as in Example 106 using N-[(4-dimethylaminophenyl)methyl]-6-hydroxy-N-(4-isopropylphenyl)-1,2,3,4-tetrahydronaphthalene-1-carboxamide (0.66 g) and 2-bromoethanol (0.16 mL) as starting materials, N-[(4-dimethylaminophenyl)methyl]-6-(2-hydroxyethoxy)-N-(4-isopropylphenyl)-1,2,3,4-tetrahydronaphthalene-1-carboxamide (0.28 g) was obtained. melting point: 141.4° C. The reactants are ClCCl, COC(C)(C)OC, CC(C)=O, CN(C)C=O, [Cl-], [Cl-], OC(c1ccc(Cl)cc1Cl)C(O)(Cn1cncn1)c1ccc(Cl)cc1, [Na+], O=C([O-])O, [Zn+2], Cc1ccc(S(=O)(=O)O)cc1. Product: CC1(C)OC(c2ccc(Cl)cc2Cl)C(Cn2cncn2)(c2ccc(Cl)cc2)O1. As a reaction SMILES: [CH2:61]([Cl:62])[Cl:63].[CH3:26][O:27][C:28]([CH3:29])([CH3:30])[O:31][CH3:32].[CH3:49][C:50](=[O:51])[CH3:52].[CH3:53][N:54]([CH3:55])[CH:56]=[O:57].[Cl-:58].[Cl-:60].[Cl:1][c:2]1[cH:3][cH:4][c:5]([C:8]([CH:9]([OH:10])[c:11]2[c:12]([Cl:18])[cH:13][c:14]([Cl:17])[cH:15][cH:16]2)([CH2:19][n:20]2[n:21][cH:22][n:23][cH:24]2)[OH:25])[cH:6][cH:7]1.[Na+:44].[OH:45][C:46](=[O:47])[O-:48].[Zn+2:59].[c:33]1([CH3:34])[cH:35][cH:36][c:37]([S:38]([OH:39])(=[O:40])=[O:41])[cH:42][cH:43]1>>[Cl:1][c:2]1[cH:3][cH:4][c:5]([C:8]2([CH2:19][n:20]3[n:21][cH:22][n:23][cH:24]3)[CH:9]([c:11]3[c:12]([Cl:18])[cH:13][c:14]([Cl:17])[cH:15][cH:16]3)[O:10][C:28]([CH3:29])([CH3:30])[O:25]2)[cH:6][cH:7]1. Starting materials: CI (methyl iodide), ClC1=C(C=C(C=C1)O)CN1N=C(C=C1)NC(C1=C(C=CC=C1F)F)=O (N-{1-[(2-chloro-5-hydroxyphenyl)methyl]-1H-pyrazol-3-yl}-2,6-difluorobenzamide), ClC1=C(C=C(C=C1)O)CN1N=C(C=C1)NC(C1=C(C=CC=C1F)F)=O (N-{1-[(2-chloro-5-hydroxyphenyl)methyl]-1H-pyrazol-3-yl}-2,6-difluorobenzamide), CC(C)([O-])C.[K+] (potassium t-butoxide). Solvent: CS(=O)C (DMSO). Reaction conditions: time 5 minute. Yields the product ClC1=C(C=C(C=C1)OC)CN1N=C(C=C1)NC(C1=C(C=CC=C1F)F)=O (N-(1-{[2-chloro-5-(methyloxy)phenyl]methyl}-1H-pyrazol-3-yl)-2,6-difluorobenzamide). The yield is 14.9%. As a reaction SMILES: [Cl:1][C:2]1[CH:7]=[CH:6][C:5]([OH:8])=[CH:4][C:3]=1[CH2:9][N:10]1[CH:14]=[CH:13][C:12]([NH:15][C:16](=[O:25])[C:17]2[C:22]([F:23])=[CH:21][CH:20]=[CH:19][C:18]=2[F:24])=[N:11]1.[CH3:26]C(C)([O-])C.[K+].CI>CS(C)=O>[Cl:1][C:2]1[CH:7]=[CH:6][C:5]([O:8][CH3:26])=[CH:4][C:3]=1[CH2:9][N:10]1[CH:14]=[CH:13][C:12]([NH:15][C:16](=[O:25])[C:17]2[C:18]([F:24])=[CH:19][CH:20]=[CH:21][C:22]=2[F:23])=[N:11]1 |f:1.2|. Reported procedure: To a solution of N-{1-[(2-chloro-5-hydroxyphenyl)methyl]-1H-pyrazol-3-yl}-2,6-difluorobenzamide (for as preparation see Intermediate 13) (73 mg, 0.20 mmol) in DMSO (0.5 ml) was added potassium t-butoxide (21 mg, 0.187 mmol). The reaction was stirred for 5 min before adding methyl iodide (0.012 mL, 0.201 mmol, Aldrich). The reaction was stirred at ambient temperature, overnight and under nitrogen. The reaction mixture was filtered through a hydrophobic frit and the filtrate diluted with methanol ... Reactants: CC=1N=C(SC1)[C@@H]1NCCC1 ((R)-4-methyl-2-(pyrrolidin-2-yl)thiazole), OCC=1C=C(C(=O)O)C=C(C1)C(=O)OC (3-(hydroxymethyl)-5-(methoxycarbonyl)benzoic acid), diisopropylthylamine, C=1C=CC2=C(C1)N=NN2O (HOBt), CCN=C=NCCCN(C)C (EDCI). Solvent: C(Cl)Cl (DCM), C(Cl)(Cl)Cl (chloroform). Reaction conditions: time 8 hour. Yields the product OCC=1C=C(C(=O)OC)C=C(C1)C(=O)N1[C@H](CCC1)C=1SC=C(N1)C ((R)-methyl 3-(hydroxymethyl)-5-(2-(4-methylthiazol-2-yl)pyrrolidine-1-carbonyl)benzoate). Yield: 76.7%. RXN SMILES: [CH3:1][C:2]1[N:3]=[C:4]([C@H:7]2[CH2:11][CH2:10][CH2:9][NH:8]2)[S:5][CH:6]=1.[OH:12][CH2:13][C:14]1[CH:15]=[C:16]([CH:20]=[C:21]([C:23]([O:25][CH3:26])=[O:24])[CH:22]=1)[C:17](O)=[O:18].C1C=CC2N(O)N=NC=2C=1.CCN=C=NCCCN(C)C>C(Cl)Cl.C(Cl)(Cl)Cl>[OH:18][CH2:17][C:16]1[CH:20]=[C:21]([CH:22]=[C:14]([C:13]([N:8]2[CH2:9][CH2:10][CH2:11][C@@H:7]2[C:4]2[S:5][CH:6]=[C:2]([CH3:1])[N:3]=2)=[O:12])[CH:15]=1)[C:23]([O:25][CH3:26])=[O:24]. Reported procedure: A solution of (R)-4-methyl-2-(pyrrolidin-2-yl)thiazole (511 mg, 3.037 mmol) and 3-(hydroxymethyl)-5-(methoxycarbonyl)benzoic acid (702.5 mg, 3.34 mmol) in DCM (50 mL) were added diisopropylthylamine (3 mL, excess), HOBt (410 mg, 3.34 mmol) and EDCI (754.1 mg, 3.948 mmol). The resulting solution was stirred at room temperature for overnight. The reaction mixture was diluted with chloroform, washed with sodium bicarbonate saturated aqueous solution and separated. The aqueous layer was extracted on...